Dataset: the Open Reaction Database (ORD), a public repository of structured organic reaction records. Task: describe an organic reaction: reactants, conditions, products, and yield The reactants are C(C)(C)(C)OC(=O)N1CCC(CC1)/C=C\1/C(C(=C(C1)OC)C1=C(C=C(C=C1C)C)C)=O (4-[4-methoxy-2-oxo-3-(2,4,6-trimethyl-phenyl)-cyclopent-3-en-(E)-ylidenemethyl]-piperidine-1-carboxylic acid tert-butyl ester). Reagents/catalysts: [Pd] (palladium on activated charcoal). The solvent is C(C)O (ethanol). The product is C(C)(C)(C)OC(=O)N1CCC(CC1)CC1C(C(=C(C1)OC)C1=C(C=C(C=C1C)C)C)=O (4-[4-methoxy-2-oxo-3-(2,4,6-trimethyl-phenyl)-cyclopent-3-enylmethyl]-piperidine-1-carboxylic acid tert-butyl ester). Isolated yield 100.0%. RXN SMILES: [C:1]([O:5][C:6]([N:8]1[CH2:13][CH2:12][CH:11](/[CH:14]=[C:15]2/[C:16](=[O:31])[C:17]([C:22]3[C:27]([CH3:28])=[CH:26][C:25]([CH3:29])=[CH:24][C:23]=3[CH3:30])=[C:18]([O:20][CH3:21])[CH2:19]/2)[CH2:10][CH2:9]1)=[O:7])([CH3:4])([CH3:3])[CH3:2]>C(O)C.[Pd]>[C:1]([O:5][C:6]([N:8]1[CH2:9][CH2:10][CH:11]([CH2:14][CH:15]2[CH2:19][C:18]([O:20][CH3:21])=[C:17]([C:22]3[C:27]([CH3:28])=[CH:26][C:25]([CH3:29])=[CH:24][C:23]=3[CH3:30])[C:16]2=[O:31])[CH2:12][CH2:13]1)=[O:7])([CH3:4])([CH3:3])[CH3:2]. Procedure details: To a solution of 4-[4-methoxy-2-oxo-3-(2,4,6-trimethyl-phenyl)-cyclopent-3-en-(E)-ylidenemethyl]-piperidine-1-carboxylic acid tert-butyl ester (15.33 g, 36.02 mmol) in ethanol (150 ml) is added 10% palladium on activated charcoal (1.53 g) and the reaction stirred under hydrogen (4 bar) for hours. The reaction is filtered through a pad of Celite and the solvent removed under reduced pressure to give 4-[4-methoxy-2-oxo-3-(2,4,6-trimethyl-phenyl)-cyclopent-3-enylmethyl]-piperidine-1-carboxylic acid... Reactants: CC(C(=O)O)(COC1=NC=C(C(=C1)C)C1=NC=C(N=C1)C=1N(C=C(N1)C(F)(F)F)COCC[Si](C)(C)C)C (2,2-dimethyl-3-[(4-methyl-5-{5-[4-(trifluoromethyl)-1-{[2-(trimethylsilyl)ethoxy]-methyl}-1H-imidazol-2-yl]pyrazin-2-yl}pyridin-2-yl)oxy]propanoic acid), CC(C(=O)O)(COC1=NC=C(C(=C1)C)C1=NC=C(N=C1)C=1N(C(=CN1)C(F)(F)F)COCC[Si](C)(C)C)C (2,2-dimethyl-3-[(4-methyl-5-{5-[5-(trifluoromethyl)-1-{[2-(trimethylsilyl)ethoxy]methyl}-1H-imidazol-2-yl]pyrazin-2-yl}pyridin-2-yl)oxy]-propanoic acid), C(C)(=O)O (Acetic acid). Run in FC(C(=O)O)(F)F (trifluoroacetic acid), O (water). The product is CC(C(=O)O)(COC1=NC=C(C(=C1)C)C1=NC=C(N=C1)C=1NC(=CN1)C(F)(F)F)C (2,2-dimethyl-3-[(4-methyl-5-{5-[5-(trifluoromethyl)-1H-imidazol-2-yl]pyrazin-2-yl}pyridin-2-yl)oxy]propanoic acid). RXN SMILES: [CH3:1][C:2]([CH3:38])([CH2:6][O:7][C:8]1[CH:13]=[C:12]([CH3:14])[C:11]([C:15]2[CH:20]=[N:19][C:18]([C:21]3[N:22](COCC[Si](C)(C)C)[CH:23]=[C:24]([C:26]([F:29])([F:28])[F:27])[N:25]=3)=[CH:17][N:16]=2)=[CH:10][N:9]=1)[C:3]([OH:5])=[O:4].CC(C)(COC1C=C(C)C(C2C=NC(C3N(COCC[Si](C)(C)C)C(C(F)(F)F)=CN=3)=CN=2)=CN=1)C(O)=O.C(O)(=O)C>FC(F)(F)C(O)=O.O>[CH3:1][C:2]([CH3:38])([CH2:6][O:7][C:8]1[CH:13]=[C:12]([CH3:14])[C:11]([C:15]2[CH:20]=[N:19][C:18]([C:21]3[NH:25][C:24]([C:26]([F:28])([F:27])[F:29])=[CH:23][N:22]=3)=[CH:17][N:16]=2)=[CH:10][N:9]=1)[C:3]([OH:5])=[O:4]. Reported procedure: In trifluoroacetic acid (3.1 mL) and water (0.31 mL) was dissolved the mixture of 2,2-dimethyl-3-[(4-methyl-5-{5-[4-(trifluoromethyl)-1-{[2-(trimethylsilyl)ethoxy]-methyl}-1H-imidazol-2-yl]pyrazin-2-yl}pyridin-2-yl)oxy]propanoic acid and 2,2-dimethyl-3-[(4-methyl-5-{5-[5-(trifluoromethyl)-1-{[2-(trimethylsilyl)ethoxy]methyl}-1H-imidazol-2-yl]pyrazin-2-yl}pyridin-2-yl)oxy]-propanoic acid obtained in the above-mentioned 5), and the solution was stirred at room temperature. Acetic acid was added to...